Dataset: the Open Reaction Database (ORD), a public repository of structured organic reaction records. Task: describe an organic reaction: reactants, conditions, products, and yield The reactants are CCO, O=[N+]([O-])c1ccc(OCCN2CCCC2)c(F)c1. The product is Nc1ccc(OCCN2CCCC2)c(F)c1. As a reaction SMILES: [CH3:19][CH2:20][OH:21].[F:1][c:2]1[c:3]([O:4][CH2:5][CH2:6][N:7]2[CH2:8][CH2:9][CH2:10][CH2:11]2)[cH:12][cH:13][c:14]([N+:16]([O-:17])=[O:18])[cH:15]1>>[F:1][c:2]1[c:3]([O:4][CH2:5][CH2:6][N:7]2[CH2:8][CH2:9][CH2:10][CH2:11]2)[cH:12][cH:13][c:14]([NH2:16])[cH:15]1.